From a dataset of the Open Reaction Database (ORD), a public repository of structured organic reaction records. describe an organic reaction: reactants, conditions, products, and yield Reactants: C([O-])([O-])=O.[K+].[K+] (potassium carbonate), BrC1=C(C=C(C=C1C)I)C (2-bromo-5-iodo-1,3-dimethylbenzene), N1N=CN=C1 (1,2,4-triazole), C([O-])([O-])=O.[K+].[K+] (potassium carbonate). The reagents and catalysts are [Cu]I (copper(I) iodide), [Cu]I (copper(I) iodide). Run in CN1C(CCC1)=O (N-methyl-2-pyrrolidinone), O1CCCC1 (tetrahydrofuran). Reaction conditions: temperature 130 celsius. Product: BrC1=C(C=C(C=C1C)N1N=CN=C1)C (1-(4-Bromo-3,5-dimethylphenyl)-1H-1,2,4-triazole). RXN SMILES: [Br:1][C:2]1[C:7]([CH3:8])=[CH:6][C:5](I)=[CH:4][C:3]=1[CH3:10].[NH:11]1[CH:15]=[N:14][CH:13]=[N:12]1.C(=O)([O-])[O-].[K+].[K+]>CN1CCCC1=O.O1CCCC1.[Cu]I>[Br:1][C:2]1[C:7]([CH3:8])=[CH:6][C:5]([N:11]2[CH:15]=[N:14][CH:13]=[N:12]2)=[CH:4][C:3]=1[CH3:10] |f:2.3.4|. Procedure details: A mixture of 2-bromo-5-iodo-1,3-dimethylbenzene (500 mg), 1,2,4-triazole (340 mg), potassium carbonate (770 mg), and copper(I) iodide (232 mg) in N-methyl-2-pyrrolidinone is stirred at 130° C. over night. More potassium carbonate (770 mg) and copper(I) iodide (232 mg) are added and the mixture is heated to 150° C. for 4 h. After cooling to room temperature the mixture is diluted with tetrahydrofuran and filtered. The filtrate is concentrated in vacuo and purified by HPLC on reversed phase to giv... Starting materials: CCCCOC(=O)c1nc(Cl)c2ccccc2c1O, CCO, CC(=O)NCCN. Product: CC(=O)NCCNC(=O)c1nc(Cl)c2ccccc2c1O. As a reaction SMILES: [CH2:1]([O:2][C:6](=[O:7])[c:8]1[n:9][c:10]([Cl:19])[c:11]2[cH:12][cH:13][cH:14][cH:15][c:16]2[c:17]1[OH:18])[CH2:3][CH2:4][CH3:5].[CH3:27][CH2:28][OH:29].[NH2:20][CH2:21][CH2:22][NH:23][C:24]([CH3:25])=[O:26]>>[C:6](=[O:7])([c:8]1[n:9][c:10]([Cl:19])[c:11]2[cH:12][cH:13][cH:14][cH:15][c:16]2[c:17]1[OH:18])[NH:20][CH2:21][CH2:22][NH:23][C:24]([CH3:25])=[O:26]. Starting materials: CC(C)(C)OC(=O)Nc1ccc(Br)cc1F, O=C([O-])[O-], C1CCOC1, C=CCCn1ccnn1, [Cs+], [Cs+], CN(C)C=O, O. The product is CC(C)(C)OC(=O)Nc1ccc(CCCCn2ccnn2)cc1F. As a reaction SMILES: [C:15]([CH3:16])([CH3:17])([CH3:18])[O:19][C:20]([NH:21][c:22]1[c:23]([F:29])[cH:24][c:25]([Br:28])[cH:26][cH:27]1)=[O:30].[C:31](=[O:32])([O-:33])[O-:34].[CH2:10]1[O:11][CH2:12][CH2:13][CH2:14]1.[CH2:1]([CH2:2][CH:3]=[CH2:4])[n:5]1[n:6][n:7][cH:8][cH:9]1.[Cs+:35].[Cs+:36].[O:37]=[CH:38][N:39]([CH3:40])[CH3:41].[OH2:42]>>[CH2:1]([CH2:2][CH2:3][CH2:4][c:25]1[cH:24][c:23]([F:29])[c:22]([NH:21][C:20]([O:19][C:15]([CH3:16])([CH3:17])[CH3:18])=[O:30])[cH:27][cH:26]1)[n:5]1[n:6][n:7][cH:8][cH:9]1. Starting materials: N(=O)[O-].[Na+] (sodium nitrite), cuprous bromide, diazonium salt, Br (hydrobromic acid), diazonium salt, NC=1C=C2COC(=O)C2=CC1 (5-aminophthalide), Br (hydrobromic acid), N(=O)O (nitrous acid). Solvent: O (water). Conditions: time 30 minute. Yields the product BrC=1C=C2COC(=O)C2=CC1 (5-Bromophthalide). Reaction SMILES: N[C:2]1[CH:3]=[C:4]2[C:9](=[CH:10][CH:11]=1)[C:7](=[O:8])[O:6][CH2:5]2.N([O-])=O.[Na+].N(O)=O.[BrH:19]>O>[Br:19][C:2]1[CH:3]=[C:4]2[C:9](=[CH:10][CH:11]=1)[C:7](=[O:8])[O:6][CH2:5]2 |f:1.2|. Procedure: A mixture of 16.8 gm 5-aminophthalide in 34 ml 48% aqueous hydrobromic acid was cooled to 0° in an ice bath and a solution of 7.8 gm sodium nitrite in 15 ml water was added at less than 5°, using internal ice cooling as necessary. The nitrosation mixture was stirred for an additional 30 minutes at about 0° with an excess of nitrous acid (positive to starch-iodide test paper). After 30 minutes, the diazonium salt was added portion wise over about 35 minutes to a mixture of 28.2 gm freshly prepare... Reactants: C(N)(OCCO)=O (2-hydroxyethyl carbamate), C1(OCCO1)=O (ethylene carbonate), C([O-])([O-])=O.[K+].[K+] (potassium carbonate). Yields the product C(N)(OCCO)=O (2-hydroxyethyl carbamate), O1C(NCC1)=O (2-oxazolidinone), OCCN1C(OCC1)=O (N-(2-hydroxyethyl)-2-oxazolidinone). Yield: 91.0%. As a reaction SMILES: [C:1](=[O:7])([O:3][CH2:4][CH2:5][OH:6])[NH2:2].C1(=O)O[CH2:11][CH2:10][O:9]1.C(=O)([O-])[O-].[K+].[K+]>>[C:1](=[O:7])([O:3][CH2:4][CH2:5][OH:6])[NH2:2].[O:3]1[CH2:4][CH2:5][NH:2][C:1]1=[O:7].[OH:9][CH2:10][CH2:11][N:2]1[CH2:5][CH2:4][O:3][C:1]1=[O:7] |f:2.3.4|. Reported procedure: In a reactor 30 g of 2-hydroxyethyl carbamate (0.29 mole) are contacted with 25 g of ethylene carbonate (0.29 mole) in the presence of 0.6 g of potassium carbonate (0.0043 mole) at 150° C. for five hours. The reaction results in a conversion of 91 percent of the 2-hydroxyethyl carbamate with a selectivity to 2-oxazolidinone of 53 percent and N-(2-hydroxyethyl)-2-oxazolidinone of 18 percent. Starting materials: N,N'-diethylazodicarboxylate, 5-fluoro-2-methoxy, CC=1C(=C(C(=O)O)C=C(C1O)F)OC (methyl 5-fluoro-2-methoxy-4-hydroxybenzoic acid), C1(=CC=CC=C1)P(C1=CC=CC=C1)C1=CC=CC=C1 (triphenylphosphine), N1=CC=C(C=C1)[C@H](C)O ((S)-(-)-1-(4-pyridyl)-ethanol). Solvent: C1CCOC1 (THF), C1CCOC1 (THF). Run at temperature 0 celsius. Product: FC=1C(=CC(=C(C(=O)OC)C1)OC)O[C@@H](C)C1=CC=NC=C1 (methyl 5-fluoro-2-methoxy-4-[1-(S)-(4-pyridyl)ethoxy]benzoate). As a reaction SMILES: C[C:2]1[C:3]([O:13][CH3:14])=[C:4]([CH:8]=[C:9]([F:12])[C:10]=1[OH:11])[C:5]([OH:7])=[O:6].[C:15]1(P(C2C=CC=CC=2)C2C=CC=CC=2)C=CC=CC=1.[N:34]1[CH:39]=[CH:38][C:37]([C@@H:40](O)[CH3:41])=[CH:36][CH:35]=1>C1COCC1>[F:12][C:9]1[C:10]([O:11][C@H:40]([C:37]2[CH:38]=[CH:39][N:34]=[CH:35][CH:36]=2)[CH3:41])=[CH:2][C:3]([O:13][CH3:14])=[C:4]([CH:8]=1)[C:5]([O:7][CH3:15])=[O:6]. Procedure details: A stirred solution of methyl 5-fluoro-2-methoxy-4-hydroxybenzoic acid (250 mg, 1.25 mmol, see Scheme II) in THF (15 mL) was treated with triphenylphosphine (494 mg, 1.88 mmol) and cooled to 0° C. under Argon. To this was added, dropwise over a period of 1 h, a solution of (S)-(-)-1-(4-pyridyl)-ethanol (232 mg, 1.88 mmol) and N,N'-diethylazodicarboxylate (300 μL, 1.88 mmol) in THF (5 mL). The reaction was allowed to warm to ambient temperature overnight with stirring. The reaction was filtered an... Reactants: CCC(=O)n1c(=O)oc2ccccc21, CCCCCC=O. As a reaction SMILES: [C:1]([CH2:2][CH3:3])(=[O:4])[n:5]1[c:6](=[O:14])[o:7][c:8]2[c:9]1[cH:10][cH:11][cH:12][cH:13]2.[CH:15]([CH2:16][CH2:17][CH2:18][CH2:19][CH3:20])=[O:21]>>[C:1]([CH:2]([CH3:3])[CH:15]([CH2:16][CH2:17][CH2:18][CH2:19][CH3:20])[OH:21])(=[O:4])[n:5]1[c:6](=[O:14])[o:7][c:8]2[c:9]1[cH:10][cH:11][cH:12][cH:13]2. Yields the product CCCCCC(O)C(C)C(=O)n1c(=O)oc2ccccc21. Reagents/catalysts: [Cu](I)I (copper iodide). Run at temperature 100 celsius. Procedure details: A mixture of 6-bromo-1′-pentylspiro[1-benzofuran-3,3′-indol]-2′(1′H)-one (0.60 g, 1.55 mmol), sodium methanesulfinate (0.19 g, 1.86 mmol), copper iodide (0.03 g, 0.16 mmol), and L-proline (0.04 g, 0.31 mmol) in dimethyl sulfoxide (3.00 mL) was heated at 100° C. for 2 days under N2. The reaction mixture was diluted with water (50.0 mL) and extracted with ethyl acetate (4×15.0 mL). The combined organics was dried over sodium sulfate and filtered. The filtrate was concentrated in vacuo to dryness. ... Reaction SMILES: Br[C:2]1[CH:7]=[CH:6][C:5]2[C:8]3([CH2:23][O:24][C:4]=2[CH:3]=1)[C:16]1[C:11](=[CH:12][CH:13]=[CH:14][CH:15]=1)[N:10]([CH2:17][CH2:18][CH2:19][CH2:20][CH3:21])[C:9]3=[O:22].[CH3:25][S:26]([O-:28])=[O:27].[Na+].N1CCC[C@H]1C(O)=O>CS(C)=O.O.[Cu](I)I>[CH3:25][S:26]([C:2]1[CH:7]=[CH:6][C:5]2[C:8]3([CH2:23][O:24][C:4]=2[CH:3]=1)[C:16]1[C:11](=[CH:12][CH:13]=[CH:14][CH:15]=1)[N:10]([CH2:17][CH2:18][CH2:19][CH2:20][CH3:21])[C:9]3=[O:22])(=[O:28])=[O:27] |f:1.2|. Reactants: BrC1=CC2=C(C=C1)C1(C(N(C3=CC=CC=C13)CCCCC)=O)CO2 (6-bromo-1′-pentylspiro[1-benzofuran-3,3′-indol]-2′(1′H)-one), CS(=O)[O-].[Na+] (sodium methanesulfinate), N1[C@H](C(=O)O)CCC1 (L-proline). Run in CS(=O)C (dimethyl sulfoxide), O (water). Yield: 5.0%. Product: CS(=O)(=O)C1=CC2=C(C=C1)C1(C(N(C3=CC=CC=C13)CCCCC)=O)CO2 (6-(methylsulfonyl)-1′-pentylspiro[1-benzofuran-3,3′-indol]-2′(1′H)-one). Procedure details: To a solution of {[3-(5-ethoxy-5-oxopentyl)-7-ethyl-4-(5-methyl-3-pyridinyl)pyrrolo[1,2-b]pyridazin-2-yl]methoxy}acetic acid (55 mg), 1-ethyl-3-(3′-dimethylaminopropyl)carbodiimide hydrochloride (34.9 mg) and 1-hydroxybenotriazole (24.6 mg) in dimethylformamide (2 mL) was added morpholine (12.7 mg) and the mixture was stirred at ambient temperature for 1 hour. The mixture was partitioned between ethyl acetate and water. The organic layer was separated, washed with saturated sodium bicarbonate so... The solvent is CN(C=O)C (dimethylformamide). Reactants: C(C)OC(CCCCC1=C(C=2N(N=C1COCC(=O)O)C(=CC2)CC)C=2C=NC=C(C2)C)=O ({[3-(5-ethoxy-5-oxopentyl)-7-ethyl-4-(5-methyl-3-pyridinyl)pyrrolo[1,2-b]pyridazin-2-yl]methoxy}acetic acid), Cl.C(C)N=C=NCCCN(C)C (1-ethyl-3-(3′-dimethylaminopropyl)carbodiimide hydrochloride), N1CCOCC1 (morpholine). Yields the product C(C)C1=CC=C2N1N=C(C(=C2C=2C=NC=C(C2)C)CCCCC(=O)OCC)COCC(=O)N2CCOCC2 (ethyl 5-(7-ethyl-4-(5-methyl-3-pyridinyl)-2-{[2-(4-morpholinyl)-2-oxoethoxy]methyl}pyrrolo[1,2-b]pyridazin-3-yl)pentanoate). Conditions: time 1 hour. RXN SMILES: [CH2:1]([O:3][C:4](=[O:33])[CH2:5][CH2:6][CH2:7][CH2:8][C:9]1[C:14]([CH2:15][O:16][CH2:17][C:18](O)=[O:19])=[N:13][N:12]2[C:21]([CH2:24][CH3:25])=[CH:22][CH:23]=[C:11]2[C:10]=1[C:26]1[CH:27]=[N:28][CH:29]=[C:30]([CH3:32])[CH:31]=1)[CH3:2].Cl.C(N=C=NCCCN(C)C)C.[NH:46]1[CH2:51][CH2:50][O:49][CH2:48][CH2:47]1>CN(C)C=O>[CH2:24]([C:21]1[N:12]2[N:13]=[C:14]([CH2:15][O:16][CH2:17][C:18]([N:46]3[CH2:51][CH2:50][O:49][CH2:48][CH2:47]3)=[O:19])[C:9]([CH2:8][CH2:7][CH2:6][CH2:5][C:4]([O:3][CH2:1][CH3:2])=[O:33])=[C:10]([C:26]3[CH:27]=[N:28][CH:29]=[C:30]([CH3:32])[CH:31]=3)[C:11]2=[CH:23][CH:22]=1)[CH3:25] |f:1.2|. Yield: 78.9%.